From a dataset of the Open Reaction Database (ORD), a public repository of structured organic reaction records. describe an organic reaction: reactants, conditions, products, and yield The yield is 33.0%. RXN SMILES: Br[C:2]1[S:6][C:5]([S:7]([NH:10][C:11]2[CH:16]=[CH:15][CH:14]=[C:13]([C:17]3[NH:21][N:20]=[N:19][N:18]=3)[CH:12]=2)(=[O:9])=[O:8])=[CH:4][CH:3]=1.[F:22][C:23]1[CH:28]=[C:27]([F:29])[CH:26]=[CH:25][C:24]=1B(O)O>>[F:22][C:23]1[CH:28]=[C:27]([F:29])[CH:26]=[CH:25][C:24]=1[C:2]1[S:6][C:5]([S:7]([NH:10][C:11]2[CH:16]=[CH:15][CH:14]=[C:13]([C:17]3[NH:21][N:20]=[N:19][N:18]=3)[CH:12]=2)(=[O:9])=[O:8])=[CH:4][CH:3]=1. Reactants: BrC1=CC=C(S1)S(=O)(=O)NC1=CC(=CC=C1)C1=NN=NN1 (5-bromo-N-[3-(1H-tetrazol-5-yl)phenyl]thiophene-2-sulfonamide), BrC1=CC=C(S1)S(=O)(=O)NC1=CC(=CC=C1)C1=NN=NN1 (5-bromo-N-[3-(1H-tetrazol-5-yl)phenyl]thiophene-2-sulfonamide), FC1=C(C=CC(=C1)F)B(O)O (2,4-difluorophenylboronic acid). Procedure details: The product was prepared according to General Procedure 3, described in Example 22, using 5-bromo-N-[3-(1H-tetrazol-5-yl)phenyl]thiophene-2-sulfonamide (Intermediate 17) (19 mg, 0.055 mmol) and 2,4-difluorophenylboronic acid (9 mg, 0.06 mmol). The title compound was obtained in 33% yield (6.9 mg). MS (ESI+) calcd mass for C17H11F2N5O2S2 419.032222, found 419.032372. Product: FC1=C(C=CC(=C1)F)C1=CC=C(S1)S(=O)(=O)NC1=CC(=CC=C1)C1=NN=NN1 (5-(2,4-Difluorophenyl)-N-[3-(1H-tetrazol-5-yl)phenyl]thiophene-2-sulfonamide). Starting materials: OC1CCN(CC1)C(=O)OC(C)(C)C (1,1-dimethylethyl 4-hydroxy-1-piperidinecarboxylate), BrC1=CC=C(C=C1)F (1-bromo-4-fluorobenzene), [H-].[Na+] (sodium hydride). Solvent: CN(C=O)C (dimethylformamide). Conditions: temperature 100 celsius, time 3 hour. Product: BrC1=CC=C(C=C1)OC1CCN(CC1)C(=O)OC(C)(C)C (1,1-dimethylethyl 4-[(4-bromophenyl)-oxy]-1-piperidinecarboxylate). Yield: 98.2%. As a reaction SMILES: [OH:1][CH:2]1[CH2:7][CH2:6][N:5]([C:8]([O:10][C:11]([CH3:14])([CH3:13])[CH3:12])=[O:9])[CH2:4][CH2:3]1.[Br:15][C:16]1[CH:21]=[CH:20][C:19](F)=[CH:18][CH:17]=1.[H-].[Na+]>CN(C)C=O>[Br:15][C:16]1[CH:21]=[CH:20][C:19]([O:1][CH:2]2[CH2:3][CH2:4][N:5]([C:8]([O:10][C:11]([CH3:14])([CH3:13])[CH3:12])=[O:9])[CH2:6][CH2:7]2)=[CH:18][CH:17]=1 |f:2.3|. Procedure: A solution of 2.01 g (10 mmol) of 1,1-dimethylethyl 4-hydroxy-1-piperidinecarboxylate in 20 ml of dimethylformamide is admixed with 7 g (40 mmol) of 1-bromo-4-fluorobenzene and 2.5 g (50 mmol) of sodium hydride at 50% in mineral oil. The mixture is stirred at 100° C. for 3 hours and then evaporated to dryness. The residue is taken up in 50 ml of ice-water and extracted with dichloromethane. The organic extracts are evaporated to dryness, to give 3.5 g of an oily product, which is used as it is i... Reactants: [Cu+2], O=N[O-], CCOC(=O)CCC(C)c1ccc(N)cc1, [Na+], O, O=S(=O)(O)O, O=S(=O)([O-])[O-]. Yields the product CCOC(=O)CCC(C)c1ccc(O)cc1. Reaction SMILES: [Cu+2:32].[N:22](=[O:23])[O-:24].[NH2:6][c:7]1[cH:8][cH:9][c:10]([CH:13]([CH2:14][CH2:15][C:16](=[O:17])[O:18][CH2:19][CH3:20])[CH3:21])[cH:11][cH:12]1.[Na+:25].[OH2:26].[S:1](=[O:2])(=[O:3])([OH:4])[OH:5].[S:27]([O-:28])([O-:29])(=[O:30])=[O:31]>>[c:7]1([OH:23])[cH:8][cH:9][c:10]([CH:13]([CH2:14][CH2:15][C:16](=[O:17])[O:18][CH2:19][CH3:20])[CH3:21])[cH:11][cH:12]1. Reactants: CSC(=NCCSCc1[nH]cnc1C)NC#N, CC#N, CCO, NCCN. Product: Cc1nc[nH]c1CSCCN=C(NC#N)NCCN. RXN SMILES: [C:1](#[N:2])[NH:3][C:4]([S:5][CH3:6])=[N:7][CH2:8][CH2:9][S:10][CH2:11][c:12]1[c:13]([CH3:17])[n:14][cH:15][nH:16]1.[C:25](#[N:26])[CH3:27].[CH2:22]([OH:23])[CH3:24].[NH2:18][CH2:19][CH2:20][NH2:21]>>[C:1](#[N:2])[NH:3][C:4](=[N:7][CH2:8][CH2:9][S:10][CH2:11][c:12]1[c:13]([CH3:17])[n:14][cH:15][nH:16]1)[NH:18][CH2:19][CH2:20][NH2:21]. Reactants: BrC=1C=CC=2N(C1)C(=CN2)C(=O)OCC (ethyl 6-bromoimidazo[1,2-a]pyridine-3-carboxylate), C(CCC)[Sn](C=COCC)(CCCC)CCCC (tributyl[2-ethoxyethenyl]stannane). The reagents and catalysts are C=1C=CC(=CC1)[P](C=2C=CC=CC2)(C=3C=CC=CC3)[Pd]([P](C=4C=CC=CC4)(C=5C=CC=CC5)C=6C=CC=CC6)([P](C=7C=CC=CC7)(C=8C=CC=CC8)C=9C=CC=CC9)[P](C=1C=CC=CC1)(C=1C=CC=CC1)C=1C=CC=CC1 (tetrakis(triphenylphosphine)palladium(0)). Run in C1(=CC=CC=C1)C (toluene). Yields the product C(C)O/C=C/C=1C=CC=2N(C1)C(=CN2)C(=O)OCC ((E)-ethyl 6-(2-ethoxyvinyl)imidazo[1,2-a]pyridine-3-carboxylate). Reaction SMILES: Br[C:2]1[CH:3]=[CH:4][C:5]2[N:6]([C:8]([C:11]([O:13][CH2:14][CH3:15])=[O:12])=[CH:9][N:10]=2)[CH:7]=1.C([Sn](CCCC)(CCCC)[CH:21]=[CH:22][O:23][CH2:24][CH3:25])CCC>C1(C)C=CC=CC=1.C1C=CC([P]([Pd]([P](C2C=CC=CC=2)(C2C=CC=CC=2)C2C=CC=CC=2)([P](C2C=CC=CC=2)(C2C=CC=CC=2)C2C=CC=CC=2)[P](C2C=CC=CC=2)(C2C=CC=CC=2)C2C=CC=CC=2)(C2C=CC=CC=2)C2C=CC=CC=2)=CC=1>[CH2:24]([O:23]/[CH:22]=[CH:21]/[C:2]1[CH:3]=[CH:4][C:5]2[N:6]([C:8]([C:11]([O:13][CH2:14][CH3:15])=[O:12])=[CH:9][N:10]=2)[CH:7]=1)[CH3:25] |^1:44,46,65,84|. Reported procedure: To a stirring mixture of ethyl 6-bromoimidazo[1,2-a]pyridine-3-carboxylate (24s) (1 g, 3.72 mmol) and tetrakis(triphenylphosphine)palladium(0) (215 mg, 0.19 mmol) in anhydrous toluene (10 mL) under argon was added tributyl[2-ethoxyethenyl]stannane (1.7 g, 4.65 mmol). The reaction mixture was heated in a microwave sealed tube overnight at 90° C. The reaction was cooled to room temperature and was filtered through celite. The solvent was concentrated and the crude product was purified by silica ch... The reactants are C(C)(C)(C)OC(=O)N1[C@H](CCCC1)C(=O)O ((R)-Piperidine-1,2-dicarboxylic acid 1-tert-butyl ester), C(=O)([O-])[O-].[K+].[K+] (K2CO3), CI (MeI). Solvent: CN(C)C=O (DMF), C(C)(=O)OCC (ethyl acetate). Run at time 8 hour. Product: COC(=O)[C@@H]1N(CCCC1)C(=O)OC(C)(C)C ((R)-Piperidine-1,2-dicarboxylic acid 1-tert-butyl ester 2-methyl ester). The yield is 100.0%. Reaction SMILES: [C:1]([O:5][C:6]([N:8]1[CH2:13][CH2:12][CH2:11][CH2:10][C@@H:9]1[C:14]([OH:16])=[O:15])=[O:7])([CH3:4])([CH3:3])[CH3:2].[C:17]([O-])([O-])=O.[K+].[K+].CI>CN(C=O)C.C(OCC)(=O)C>[CH3:17][O:15][C:14]([C@H:9]1[CH2:10][CH2:11][CH2:12][CH2:13][N:8]1[C:6]([O:5][C:1]([CH3:4])([CH3:2])[CH3:3])=[O:7])=[O:16] |f:1.2.3|. Procedure details: To (R)-Piperidine-1,2-dicarboxylic acid 1-tert-butyl ester (5.1 g, 22.2 mmol) in DMF (60 mL) were added K2CO3 (12.3 g, 88.8 mmol) and MeI (1.7 mL, 26.6 mmol). After stirring at room temperature overnight, the reaction mixture was diluted with ethyl acetate. The organic layer washed with water (6 times) and brine, dried over anhydrous Na2SO4, filtered and concentrated to give the title product (5.4 g, 99%).